From a dataset of the Open Reaction Database (ORD), a public repository of structured organic reaction records. describe an organic reaction: reactants, conditions, products, and yield Starting materials: O=C([O-])[O-], Cc1ccc(-c2cnc3c(c2)C2(COC(N)=N2)c2cc(OS(=O)(=O)C(F)(F)F)ccc2O3)cc1, OB(O)c1cccnc1F, [K+], [K+], c1ccc(P(c2ccccc2)(c2ccccc2)[Pd](P(c2ccccc2)(c2ccccc2)c2ccccc2)(P(c2ccccc2)(c2ccccc2)c2ccccc2)P(c2ccccc2)(c2ccccc2)c2ccccc2)cc1. Product: Cc1ccc(-c2cnc3c(c2)C2(COC(N)=N2)c2cc(-c4cccnc4F)ccc2O3)cc1. RXN SMILES: [C:45](=[O:46])([O-:47])[O-:48].[F:1][C:2]([F:3])([F:4])[S:5]([O:6][c:7]1[cH:8][c:9]2[c:25]([cH:26][cH:27]1)[O:24][c:12]1[c:11]([cH:16][c:15](-[c:17]3[cH:18][cH:19][c:20]([CH3:23])[cH:21][cH:22]3)[cH:14][n:13]1)[C:10]21[N:28]=[C:29]([NH2:32])[O:30][CH2:31]1)(=[O:33])=[O:34].[F:35][c:36]1[n:37][cH:38][cH:39][cH:40][c:41]1[B:42]([OH:43])[OH:44].[K+:49].[K+:50].[cH:51]1[cH:52][cH:53][c:54]([P:55]([Pd:56]([P:57]([c:58]2[cH:59][cH:60][cH:61][cH:62][cH:63]2)([c:64]2[cH:65][cH:66][cH:67][cH:68][cH:69]2)[c:70]2[cH:71][cH:72][cH:73][cH:74][cH:75]2)([P:76]([c:77]2[cH:78][cH:79][cH:80][cH:81][cH:82]2)([c:83]2[cH:84][cH:85][cH:86][cH:87][cH:88]2)[c:89]2[cH:90][cH:91][cH:92][cH:93][cH:94]2)[P:95]([c:96]2[cH:97][cH:98][cH:99][cH:100][cH:101]2)([c:102]2[cH:103][cH:104][cH:105][cH:106][cH:107]2)[c:108]2[cH:109][cH:110][cH:111][cH:112][cH:113]2)([c:114]2[cH:115][cH:116][cH:117][cH:118][cH:119]2)[c:120]2[cH:121][cH:122][cH:123][cH:124][cH:125]2)[cH:126][cH:127]1>>[c:7]1(-[c:41]2[c:36]([F:35])[n:37][cH:38][cH:39][cH:40]2)[cH:8][c:9]2[c:25]([cH:26][cH:27]1)[O:24][c:12]1[c:11]([cH:16][c:15](-[c:17]3[cH:18][cH:19][c:20]([CH3:23])[cH:21][cH:22]3)[cH:14][n:13]1)[C:10]21[N:28]=[C:29]([NH2:32])[O:30][CH2:31]1. Starting materials: Brc1cccnc1 (bromide 22), Nc1ccc(-c2ccccc2)cn1 (aminopyridine S3). Reagents/catalysts: C1CCC2=NCCCN2CC1 (DBU 24), CS(=O)(=O)O[Pd]1(<-P(C2=CC=CC=C2)(C2=CC=CC=C2)C2=C(C3=C(P(C4=CC=CC=C4)C4=CC=CC=C4)C=CC4=C3C=CC=C4)C3=C(C=CC=C3)C=C2)<-NC2=C(C=CC=C2)C2=CC=CC=C21 (BINAP Pd G3 30). Run in CS(C)=O (DMSO), CS(C)=O (DMSO), CS(C)=O (DMSO), CS(C)=O (DMSO). Conditions: time 22 hour. Product: c1ccc(-c2ccc(Nc3cccnc3)nc2)cc1, Brc1cccnc1, Nc1ccc(-c2ccccc2)cn1, c1ccc(-c2ccccc2)cc1 (biphenyl). Procedure details: The Mosquito was used to combine the source plate solutions by multi-aspiration of 250 nL of each of the four reaction components and then to dose the resulting reaction mixture (1 uL) into a 1536-well plate